Dataset: the Open Reaction Database (ORD), a public repository of structured organic reaction records. Task: describe an organic reaction: reactants, conditions, products, and yield The reactants are CCOCC, O=C1OC(=O)c2cc([N+](=O)[O-])ccc21. Yields the product Nc1ccc2c(c1)C(=O)OC2=O. Reaction SMILES: [CH2:15]([O:16][CH2:17][CH3:18])[CH3:19].[N+:1]([O-:2])(=[O:3])[c:4]1[cH:5][c:6]2[c:7]([cH:13][cH:14]1)[C:8](=[O:9])[O:10][C:11]2=[O:12]>>[NH2:1][c:4]1[cH:5][c:6]2[c:7]([cH:13][cH:14]1)[C:8](=[O:9])[O:10][C:11]2=[O:12]. Reactants: ClC1=NC=C(C(=N1)NC1=CC2=C(C=C1)OCCO2)F (2-chloro-N4-(3,4-ethylenedioxyphenyl)-5-fluoro-4-pyrimidineamine), O1C=NC=C1C=1C=C(N)C=CC1 (3-(1,3-oxazol-5-yl)aniline). The product is C1OC=2C=C(C=CC2OC1)NC1=NC(=NC=C1F)NC1=CC(=CC=C1)C1=CN=CO1 (N4-(3,4-ethylenedioxyphenyl)-5-fluoro-N2-[3-(1,3-oxazol-5-yl)phenyl]-2,4-pyrimidinediamine). RXN SMILES: Cl[C:2]1[N:7]=[C:6]([NH:8][C:9]2[CH:14]=[CH:13][C:12]3[O:15][CH2:16][CH2:17][O:18][C:11]=3[CH:10]=2)[C:5]([F:19])=[CH:4][N:3]=1.[O:20]1[C:24]([C:25]2[CH:26]=[C:27]([CH:29]=[CH:30][CH:31]=2)[NH2:28])=[CH:23][N:22]=[CH:21]1>>[CH2:17]1[CH2:16][O:15][C:12]2[CH:13]=[CH:14][C:9]([NH:8][C:6]3[C:5]([F:19])=[CH:4][N:3]=[C:2]([NH:28][C:27]4[CH:29]=[CH:30][CH:31]=[C:25]([C:24]5[O:20][CH:21]=[N:22][CH:23]=5)[CH:26]=4)[N:7]=3)=[CH:10][C:11]=2[O:18]1. Procedure details: In like manner to the preparation of N4-(3,4-ethylenedioxyphenyl)-5-fluoro-N2-(3-hydroxyphenyl)-2,4-pyrimidinediamine, the reaction of 2-chloro-N4-(3,4-ethylenedioxyphenyl)-5-fluoro-4-pyrimidineamine with 3-(1,3-oxazol-5-yl)aniline gave N4-(3,4-ethylenedioxyphenyl)-5-fluoro-N2-[3-(1,3-oxazol-5-yl)phenyl]-2,4-pyrimidinediamine. LCMS: ret. time: 20.25 min.; purity: 81%, MS (m/e): 406 (MH+). Starting materials: FC=1C=CC(=NC1)C1=NOC(=C1/C=C/C=1SC(=CN1)C(=O)O)C (2-{(E)-2-[3-(5-fluoro-pyridin-2-yl)-5-methyl-isoxazol-4-yl]-vinyl}-thiazole-5-carboxylic acid), C(O)CN (ethanolamine). Product: OCCNC(=O)C1=CN=C(S1)\C=C\C=1C(=NOC1C)C1=NC=C(C=C1)F (2-{(E)-2-[3-(5-Fluoro-pyridin-2-yl)-5-methyl-isoxazol-4-yl]-vinyl}-thiazole-5-carboxylic acid (2-hydroxy-ethyl)-amide). The yield is 46.0%. Reaction SMILES: [F:1][C:2]1[CH:3]=[CH:4][C:5]([C:8]2[C:12](/[CH:13]=[CH:14]/[C:15]3[S:16][C:17]([C:20]([OH:22])=O)=[CH:18][N:19]=3)=[C:11]([CH3:23])[O:10][N:9]=2)=[N:6][CH:7]=1.[CH2:24]([CH2:26][NH2:27])[OH:25]>>[OH:25][CH2:24][CH2:26][NH:27][C:20]([C:17]1[S:16][C:15](/[CH:14]=[CH:13]/[C:12]2[C:8]([C:5]3[CH:4]=[CH:3][C:2]([F:1])=[CH:7][N:6]=3)=[N:9][O:10][C:11]=2[CH3:23])=[N:19][CH:18]=1)=[O:22]. Procedure: As described for example 77c, 2-{(E)-2-[3-(5-fluoro-pyridin-2-yl)-5-methyl-isoxazol-4-yl]-vinyl}-thiazole-5-carboxylic acid (83 mg, 0.25 mmol) was converted, using ethanolamine instead of 4-aminotetrahydropyran, to the title compound (43 mg, 46%) which was obtained as an off white solid after purification by chromatography (silica, 0 to 100% ethyl acetate in heptane) and trituration from methanol. MS: m/e=375.2 [M+H]+. Run at time 5 hour. Yields the product CC(CN1C(=CC2=C1N=C(N=C2)C#N)CN2C(NC1(C2=O)CCN(CC1)C1=NC=CC=N1)=O)(C)C (7-(2,2-dimethyl-propyl)-6-(2,4-dioxo-8-pyrimidin-2-yl-1,3,8-triaza-spiro[4.5]dec-3-ylmethyl)-7H-pyrrolo[2,3-d]pyrimidine-2-carbonitrile). The solvent is CN(C)C=O (DMF). Reaction SMILES: [N:1]1[CH:6]=[CH:5][CH:4]=[N:3][C:2]=1[N:7]1[CH2:18][CH2:17][C:10]2([NH:14][C:13](=[O:15])[NH:12][C:11]2=[O:16])[CH2:9][CH2:8]1.C([O-])([O-])=O.[K+].[K+].Br[CH2:26][C:27]1[N:37]([CH2:38][C:39]([CH3:42])([CH3:41])[CH3:40])[C:30]2[N:31]=[C:32]([C:35]#[N:36])[N:33]=[CH:34][C:29]=2[CH:28]=1>CN(C=O)C>[CH3:40][C:39]([CH3:42])([CH3:41])[CH2:38][N:37]1[C:30]2[N:31]=[C:32]([C:35]#[N:36])[N:33]=[CH:34][C:29]=2[CH:28]=[C:27]1[CH2:26][N:12]1[C:11](=[O:16])[C:10]2([CH2:9][CH2:8][N:7]([C:2]3[N:3]=[CH:4][CH:5]=[CH:6][N:1]=3)[CH2:18][CH2:17]2)[NH:14][C:13]1=[O:15] |f:1.2.3|. Reported procedure: To a solution of 180.0 mg (0.728 mmoles) of 8-pyrimidin-2-yl-1,3,8-triaza-spiro[4.5]decane-2,4-dione in 2.0 ml of DMF, 99.4 mg (0.719 mmoles) of K2CO3 and 170.0 mg (0.553 mmoles) of 6-bromomethyl-7-(2,2-dimethyl-propyl)-7H-pyrrolo[2,3-d]pyrimidine-2-carbonitrile are added at ambient temperature. The mixture is stirred for 5 hours at ambient temperature and filtered. The mixture is diluted with AcOEt and H2O, and then extracted with AcOEt. The combined extracts are washed with water and brine, dr... Isolated yield 57.9%. Starting materials: N1=C(N=CC=C1)N1CCC2(C(NC(N2)=O)=O)CC1 (8-pyrimidin-2-yl-1,3,8-triaza-spiro[4.5]decane-2,4-dione), C(=O)([O-])[O-].[K+].[K+] (K2CO3), BrCC1=CC2=C(N=C(N=C2)C#N)N1CC(C)(C)C (6-bromomethyl-7-(2,2-dimethyl-propyl)-7H-pyrrolo[2,3-d]pyrimidine-2-carbonitrile). The reactants are Cc1ccccc1, O=C(NCC(O)c1ccccc1)c1cccnc1Oc1cccc(Cl)c1. Yields the product Clc1cccc(Oc2ncccc2C2=NCC(c3ccccc3)O2)c1. As a reaction SMILES: [CH3:27][c:28]1[cH:29][cH:30][cH:31][cH:32][cH:33]1.[Cl:1][c:2]1[cH:3][c:4]([O:5][c:6]2[c:7]([C:8](=[O:9])[NH:10][CH2:11][CH:12]([c:13]3[cH:14][cH:15][cH:16][cH:17][cH:18]3)[OH:19])[cH:20][cH:21][cH:22][n:23]2)[cH:24][cH:25][cH:26]1>>[Cl:1][c:2]1[cH:3][c:4]([O:5][c:6]2[c:7]([C:8]3=[N:10][CH2:11][CH:12]([c:13]4[cH:14][cH:15][cH:16][cH:17][cH:18]4)[O:19]3)[cH:20][cH:21][cH:22][n:23]2)[cH:24][cH:25][cH:26]1. Starting materials: COC(=O)C=1N(C(C2=CC=C(C=C2C1C1=CC=CC=C1)Br)=O)CC1=CC2=C(OCO2)C=C1 (2-(benzo[1,3]dioxol-5-ylmethyl)-6-bromo-1-oxo-4-phenyl-1,2-dihydroisoquinoline-3-carboxylic acid methyl ester), CN1C(CCC1)=O (1-methyl-2-pyrrolidone). The reagents and catalysts are [C-]#N.[Zn+2].[C-]#N (zinc cyanide), C=1C=CC(=CC1)[P](C=2C=CC=CC2)(C=3C=CC=CC3)[Pd]([P](C=4C=CC=CC4)(C=5C=CC=CC5)C=6C=CC=CC6)([P](C=7C=CC=CC7)(C=8C=CC=CC8)C=9C=CC=CC9)[P](C=1C=CC=CC1)(C=1C=CC=CC1)C=1C=CC=CC1 (tetrakis(triphenylphosphine)palladium(0)). Solvent: O (Water). Reaction conditions: temperature 100 celsius, time 2 hour. Product: COC(=O)C=1N(C(C2=CC=C(C=C2C1C1=CC=CC=C1)C#N)=O)CC1=CC2=C(OCO2)C=C1 (2-(benzo[1,3]dioxol-5-ylmethyl)-6-cyano-1-oxo-4-phenyl-1,2-dihydroisoquinoline-3-carboxylic acid methyl ester). As a reaction SMILES: [CH3:1][O:2][C:3]([C:5]1[N:6]([CH2:23][C:24]2[CH:32]=[CH:31][C:27]3[O:28][CH2:29][O:30][C:26]=3[CH:25]=2)[C:7](=[O:22])[C:8]2[C:13]([C:14]=1[C:15]1[CH:20]=[CH:19][CH:18]=[CH:17][CH:16]=1)=[CH:12][C:11](Br)=[CH:10][CH:9]=2)=[O:4].[CH3:33][N:34]1CCCC1=O>[C-]#N.[Zn+2].[C-]#N.C1C=CC([P]([Pd]([P](C2C=CC=CC=2)(C2C=CC=CC=2)C2C=CC=CC=2)([P](C2C=CC=CC=2)(C2C=CC=CC=2)C2C=CC=CC=2)[P](C2C=CC=CC=2)(C2C=CC=CC=2)C2C=CC=CC=2)(C2C=CC=CC=2)C2C=CC=CC=2)=CC=1.O>[CH3:1][O:2][C:3]([C:5]1[N:6]([CH2:23][C:24]2[CH:32]=[CH:31][C:27]3[O:28][CH2:29][O:30][C:26]=3[CH:25]=2)[C:7](=[O:22])[C:8]2[C:13]([C:14]=1[C:15]1[CH:20]=[CH:19][CH:18]=[CH:17][CH:16]=1)=[CH:12][C:11]([C:33]#[N:34])=[CH:10][CH:9]=2)=[O:4] |f:2.3.4,^1:48,50,69,88|. Procedure details: A mixture of 2-(benzo[1,3]dioxol-5-ylmethyl)-6-bromo-1-oxo-4-phenyl-1,2-dihydroisoquinoline-3-carboxylic acid methyl ester (300 mg), zinc cyanide (50 mg), tetrakis(triphenylphosphine)palladium(0) (35 mg) and 1-methyl-2-pyrrolidone (3 ml) was stirred at 100° C. for 2 hrs. under an argon atmosphere. Water was added to the reaction mixture, and the mixture was extracted with a mixture of ethyl acetate and THF. The organic layer was washed with aqueous ammonia, water and saturated brine, dried over ...